Dataset: the Open Reaction Database (ORD), a public repository of structured organic reaction records. Task: describe an organic reaction: reactants, conditions, products, and yield Reactants: C([O-])(O)=O.[Na+] (sodium bicarbonate), C(C)(=O)O.C(C)(=O)O.OC[C@]12CCC(C=C1C=C[C@H]1[C@@H]3CC[C@H](C(CO)=O)[C@]3(CC[C@H]21)C)=O (19,21-dihydroxypregna-4,6-diene-3,20-dione diacetate). The solvent is O (water), CO (methanol). The product is OC[C@]12CCC(C=C1C=C[C@H]1[C@@H]3CC[C@H](C(CO)=O)[C@]3(CC[C@H]21)C)=O (19,21-dihydroxypregna-4,6-diene-3,20-dione). RXN SMILES: C(=O)(O)[O-].[Na+].C(O)(=O)C.C(O)(=O)C.[OH:14][CH2:15][C@@:16]12[C@@H:36]3[C@H:24]([C@H:25]4[C@:33]([CH3:37])([CH2:34][CH2:35]3)[C@@H:28]([C:29](=[O:32])[CH2:30][OH:31])[CH2:27][CH2:26]4)[CH:23]=[CH:22][C:21]1=[CH:20][C:19](=[O:38])[CH2:18][CH2:17]2>O.CO>[OH:14][CH2:15][C@@:16]12[C@@H:36]3[C@H:24]([C@H:25]4[C@:33]([CH3:37])([CH2:34][CH2:35]3)[C@@H:28]([C:29](=[O:32])[CH2:30][OH:31])[CH2:27][CH2:26]4)[CH:23]=[CH:22][C:21]1=[CH:20][C:19](=[O:38])[CH2:18][CH2:17]2 |f:0.1,2.3.4|. Procedure details: A solution of 211 mg of sodium bicarbonate in 2.6 ml of water is added to a solution of 100 mg of 19,21-dihydroxypregna-4,6-diene-3,20-dione diacetate in 6.5 ml of methanol and the mixture is heated under reflux for 3 hours and concentrated in vacuo. A solution of the residue in methylene chloride is washed with a 15% aqueous sodium chloride solution, dried with sodium sulphate and concentrated in vacuo. The residue is taken up in a mixture of hexane and ethyl acetate (1:1) and chromatographed o...